From a dataset of the Open Reaction Database (ORD), a public repository of structured organic reaction records. describe an organic reaction: reactants, conditions, products, and yield Starting materials: C(C1=CC=CC=C1)N(C(=O)NC1=CC=C(C=C1)C(=O)OCC)CC1=CC=CC=C1 (1,1-dibenzyl-3-(4-carboethoxyphenyl)urea), [OH-].[Na+] (sodium hydroxide), Cl (hydrochloric acid). Solvent: C(C)O (ethanol). The product is C(C1=CC=CC=C1)N(C(=O)NC1=CC=C(C=C1)C(=O)O)CC1=CC=CC=C1 (1,1-dibenzyl-3-(4-carboxyphenyl)urea). Reaction SMILES: [CH2:1]([N:8]([CH2:23][C:24]1[CH:29]=[CH:28][CH:27]=[CH:26][CH:25]=1)[C:9]([NH:11][C:12]1[CH:17]=[CH:16][C:15]([C:18]([O:20]CC)=[O:19])=[CH:14][CH:13]=1)=[O:10])[C:2]1[CH:7]=[CH:6][CH:5]=[CH:4][CH:3]=1.[OH-].[Na+].Cl>C(O)C>[CH2:23]([N:8]([CH2:1][C:2]1[CH:7]=[CH:6][CH:5]=[CH:4][CH:3]=1)[C:9]([NH:11][C:12]1[CH:17]=[CH:16][C:15]([C:18]([OH:20])=[O:19])=[CH:14][CH:13]=1)=[O:10])[C:24]1[CH:25]=[CH:26][CH:27]=[CH:28][CH:29]=1 |f:1.2|. Procedure details: A solution of 5.61 g. of 1,1-dibenzyl-3-(4-carboethoxyphenyl)urea in 100 ml of ethanol is treated with 25 ml of 1 N aqueous sodium hydroxide solution, stirred under reflux for 16 hours, allowed to cool, acidified with 1 N hydrochloric acid, and filtered. The solid is recrystallized from ethanol to yield 1,1-dibenzyl-3-(4-carboxyphenyl)urea as a white solid, mp 210°-214°.